Dataset: the Open Reaction Database (ORD), a public repository of structured organic reaction records. Task: describe an organic reaction: reactants, conditions, products, and yield Reactants: [Br-], CCOC(=O)C(=O)c1ccc(Br)s1, CC(C)(C)[O-], c1ccc([P+](CC2CCCCC2)(c2ccccc2)c2ccccc2)cc1, [K+]. The product is CCOC(=O)C(=CC1CCCCC1)c1ccc(Br)s1. RXN SMILES: [Br-:14].[CH2:1]([CH3:2])[O:3][C:4]([C:5](=[O:6])[c:7]1[s:8][c:9]([Br:12])[cH:10][cH:11]1)=[O:13].[CH3:41][C:42]([CH3:43])([O-:44])[CH3:45].[CH:15]1([CH2:21][P+:22]([c:23]2[cH:24][cH:25][cH:26][cH:27][cH:28]2)([c:29]2[cH:30][cH:31][cH:32][cH:33][cH:34]2)[c:35]2[cH:36][cH:37][cH:38][cH:39][cH:40]2)[CH2:16][CH2:17][CH2:18][CH2:19][CH2:20]1.[K+:46]>>[CH2:1]([CH3:2])[O:3][C:4]([C:5]([c:7]1[s:8][c:9]([Br:12])[cH:10][cH:11]1)=[CH:21][CH:15]1[CH2:16][CH2:17][CH2:18][CH2:19][CH2:20]1)=[O:13].